This data is from the Open Reaction Database (ORD), a public repository of structured organic reaction records. The task is: describe an organic reaction: reactants, conditions, products, and yield The reactants are Cl, Nc1ccn(C2OC(CO)C(O)C2(F)F)c(=O)n1, O=C1CCC(=O)O1, c1ccncc1. The product is O=C(O)CCC(=O)Nc1ccn(C2OC(CO)C(O)C2(F)F)c(=O)n1. Reaction SMILES: [ClH:19].[NH2:1][c:2]1[cH:3][cH:4][n:5]([CH:6]2[O:7][CH:8]([CH2:9][OH:10])[CH:11]([OH:12])[C:13]2([F:14])[F:15])[c:16](=[O:17])[n:18]1.[O:20]=[C:21]1[CH2:22][CH2:23][C:24](=[O:25])[O:26]1.[cH:27]1[cH:28][cH:29][n:30][cH:31][cH:32]1>>[NH:1]([c:2]1[cH:3][cH:4][n:5]([CH:6]2[O:7][CH:8]([CH2:9][OH:10])[CH:11]([OH:12])[C:13]2([F:14])[F:15])[c:16](=[O:17])[n:18]1)[C:24]([CH2:23][CH2:22][C:21](=[O:20])[OH:26])=[O:25].